The task is: describe an organic reaction: reactants, conditions, products, and yield. This data is from the Open Reaction Database (ORD), a public repository of structured organic reaction records. Reactants: CN(C)C=O, Nc1nc(Nc2ccc(C(=O)Oc3ccccc3)c(O)c2)sc1C(=O)c1c(F)cccc1F, NCCNc1ccccc1. Product: Nc1nc(Nc2ccc(C(=O)NCCNc3ccccc3)c(O)c2)sc1C(=O)c1c(F)cccc1F. As a reaction SMILES: [O:44]=[CH:45][N:46]([CH3:47])[CH3:48].[c:1]1([O:7][C:8](=[O:2])[c:9]2[c:10]([OH:32])[cH:11][c:12]([NH:15][c:16]3[s:17][c:18]([C:22]([c:23]4[c:24]([F:30])[cH:25][cH:26][cH:27][c:28]4[F:29])=[O:31])[c:19]([NH2:21])[n:20]3)[cH:13][cH:14]2)[cH:3][cH:4][cH:5][cH:6][cH:33]1.[c:34]1([NH:40][CH2:41][CH2:42][NH2:43])[cH:35][cH:36][cH:37][cH:38][cH:39]1>>[O:7]=[C:8]([c:9]1[c:10]([OH:32])[cH:11][c:12]([NH:15][c:16]2[s:17][c:18]([C:22]([c:23]3[c:24]([F:30])[cH:25][cH:26][cH:27][c:28]3[F:29])=[O:31])[c:19]([NH2:21])[n:20]2)[cH:13][cH:14]1)[NH:43][CH2:42][CH2:41][NH:40][c:34]1[cH:35][cH:36][cH:37][cH:38][cH:39]1. The reactants are O=C([O-])[O-], COC(=O)CNc1ccccc1, CC#N, CI, [K+], [K+]. Yields the product COC(=O)CN(C)c1ccccc1. RXN SMILES: [C:13](=[O:14])([O-:15])[O-:16].[CH3:1][O:2][C:3]([CH2:4][NH:5][c:6]1[cH:7][cH:8][cH:9][cH:10][cH:11]1)=[O:12].[CH3:21][C:22]#[N:23].[I:19][CH3:20].[K+:17].[K+:18]>>[CH3:1][O:2][C:3]([CH2:4][N:5]([c:6]1[cH:7][cH:8][cH:9][cH:10][cH:11]1)[CH3:13])=[O:12]. Starting materials: COC1=C(C=C(C(=O)NC)C=C1C(=O)N1C(SCC1)=S)C(=O)NC (4-methoxy-N1,N3-dimethyl-5-(2-thioxo-thiazolidine-3-carbonyl)-isophthalamide), C(C1=CC=CC=C1)OC(NCCCNC(C1=CC(=C(C(=C1)C(=O)N1C(SCC1)=S)OC)C(=O)N1C(SCC1)=S)=O)=O ({3-[4-methoxy-3,5-bis-(2-thioxo-thiazolidine-3-carbonyl)-benzoylamino]-propyl}-carbamic acid benzyl ester). Product: C(C1=CC=CC=C1)OC(NCCCNC(C1=CC(=C(C(=C1)C(=O)N1C(SCC1)=S)OC)C(NC)=O)=O)=O ({3-[4-methoxy-3-methylcarbamoyl-5-(2-thioxo-thiazolidine-3-carbonyl)-benzoylamino]-propyl}-carbamic acid benzyl ester). Yield: 71.0%. As a reaction SMILES: COC1C(C(N2CCSC2=S)=O)=CC(C(NC)=O)=CC=1C(NC)=O.[CH2:25]([O:32][C:33](=[O:65])[NH:34][CH2:35][CH2:36][CH2:37][NH:38][C:39](=[O:64])[C:40]1[CH:45]=[C:44]([C:46]([N:48]2[CH2:52][CH2:51][S:50][C:49]2=[S:53])=[O:47])[C:43]([O:54][CH3:55])=[C:42]([C:56]([N:58]2CCS[C:59]2=S)=[O:57])[CH:41]=1)[C:26]1[CH:31]=[CH:30][CH:29]=[CH:28][CH:27]=1>>[CH2:25]([O:32][C:33](=[O:65])[NH:34][CH2:35][CH2:36][CH2:37][NH:38][C:39](=[O:64])[C:40]1[CH:45]=[C:44]([C:46]([N:48]2[CH2:52][CH2:51][S:50][C:49]2=[S:53])=[O:47])[C:43]([O:54][CH3:55])=[C:42]([C:56](=[O:57])[NH:58][CH3:59])[CH:41]=1)[C:26]1[CH:27]=[CH:28][CH:29]=[CH:30][CH:31]=1. Procedure details: Compound 7C was prepared by the same procedure as compound 7A except compound 6C was used instead of compound 6A. Separation and purification were performed as described for compound 7A, pure material was obtained as a thick, bright yellow oil, yield: 71%. Run in CC(=O)C (acetone). As a reaction SMILES: [F:1][C:2]1[CH:3]=[C:4]([CH:17]=[CH:18][C:19]=1[C:20]1[C:24]([C:25]2[CH:30]=[CH:29][N:28]=[CH:27][CH:26]=2)=[CH:23][N:22]([CH3:31])[N:21]=1)[O:5][CH2:6][C:7]1[CH:16]=[CH:15][C:14]2[C:9](=[CH:10][CH:11]=[CH:12][CH:13]=2)[N:8]=1.FC1C=C(O)C=CC=1C1C(C2C=CN=CC=2)=CN(C[C:51]([F:54])([F:53])[F:52])N=1>CC(C)=O>[F:1][C:2]1[CH:3]=[C:4]([CH:17]=[CH:18][C:19]=1[C:20]1[C:24]([C:25]2[CH:30]=[CH:29][N:28]=[CH:27][CH:26]=2)=[CH:23][N:22]([CH2:31][C:51]([F:54])([F:53])[F:52])[N:21]=1)[O:5][CH2:6][C:7]1[CH:16]=[CH:15][C:14]2[C:9](=[CH:10][CH:11]=[CH:12][CH:13]=2)[N:8]=1. The product is FC=1C=C(OCC2=NC3=CC=CC=C3C=C2)C=CC1C1=NN(C=C1C1=CC=NC=C1)CC(F)(F)F (2-{3-Fluoro-4-[4-pyridin-4-yl-1-(2,2,2-trifluoro-ethyl)-1H-pyrazol-3-yl]-phenoxymethyl}-quinoline). Procedure: Following the procedure for the preparation of 2-[3-Fluoro4-(1-methyl4-pyridin-4-yl-1H-pyrazol-3-yl)-phenoxymethyl]-quinoline but substituting 3-Fluoro4-[4-pyridin-4-yl-1-(2,2,2-trifluoro-ethyl)-1H-pyrazol-3-yl]-phenol and acetone as the solvent provided the title compound. 1H NMR (400 MHz, CDCl3) δ 8.46 (m, 2 H), 7.80 (s, 1H), 7.31 (t, J=8.3 Hz, 1H), 7.24 (m, 5 H), 6.72 (dd, J=8.3, 2.5 Hz, 1 H), 6.50 (dd, J=11.6, 2.1 Hz, 1 H), 4.81 (q, J=8.4 Hz, 2H); MS: (M+H m/z=479.2). The reactants are FC=1C=C(OCC2=NC3=CC=CC=C3C=C2)C=CC1C1=NN(C=C1C1=CC=NC=C1)C (2-[3-Fluoro4-(1-methyl4-pyridin-4-yl-1H-pyrazol-3-yl)-phenoxymethyl]-quinoline), FC=1C=C(C=CC1C1=NN(C=C1C1=CC=NC=C1)CC(F)(F)F)O (3-Fluoro4-[4-pyridin-4-yl-1-(2,2,2-trifluoro-ethyl)-1H-pyrazol-3-yl]-phenol). Reactants: ClC1=CC=C(C=2C=CC(=C(C2)C2C(C=CC2=O)=O)CC)C=C1 (2-(4′-chloro-4-ethylbiphen-3-yl)cyclopent-4-ene-1,3-dione), C[Si](C)(C)CS(=O)C[Si](C)(C)C (bis(trimethylsilylmethyl)sulphoxide). Run in CN1C(N(CCC1)C)=O (1,3-dimethyl-3,4,5,6-tetrahydro-2(1H)-pyrimidinone). Reaction conditions: temperature 100 celsius. Product: ClC1=CC=C(C=C1)C1=CC(=C(C=C1)CC)C1C(C2C(CSC2)C1=O)=O (5-(4′-chloro-4-ethylbiphenyl-3-yl)-tetrahydrocyclopenta[c]thiophene-4,6-dione). RXN SMILES: [Cl:1][C:2]1[CH:22]=[CH:21][C:5]([C:6]2[CH:7]=[CH:8][C:9]([CH2:19][CH3:20])=[C:10]([CH:12]3[C:16](=[O:17])[CH:15]=[CH:14][C:13]3=[O:18])[CH:11]=2)=[CH:4][CH:3]=1.C[Si]([CH2:27][S:28]([CH2:30][Si](C)(C)C)=O)(C)C>CN1CCCN(C)C1=O>[Cl:1][C:2]1[CH:3]=[CH:4][C:5]([C:6]2[CH:7]=[CH:8][C:9]([CH2:19][CH3:20])=[C:10]([CH:12]3[C:16](=[O:17])[CH:15]4[CH2:27][S:28][CH2:30][CH:14]4[C:13]3=[O:18])[CH:11]=2)=[CH:21][CH:22]=1. Procedure: A suspension of 2-(4′-chloro-4-ethylbiphen-3-yl)cyclopent-4-ene-1,3-dione (0.200 g, 0.65 mmol) and crude bis(trimethylsilylmethyl)sulphoxide (0.406 g, 0.97 mmol) in 1,3-dimethyl-3,4,5,6-tetrahydro-2(1H)-pyrimidinone (3 ml) is heated at 100° C. for 20 minutes under microwave irradiation. The reaction mixture is then partitioned between diethylether and distilled water, and the organic phase is washed with water (×2) then brine. After drying over magnesium sulfate the crude mixture is filtered and...